This data is from the Open Reaction Database (ORD), a public repository of structured organic reaction records. The task is: describe an organic reaction: reactants, conditions, products, and yield Starting materials: C(C1=CC=CC=C1)[C@@H]([C@@H](CN(CC(C)C)S(=O)(=O)C1=CC=C(C=C1)/C=N/O)O)NC([C@H]([C@H](CC)C)N1C(N(CC1)CC1=NC(=CC=C1)COC(C1=CC=CC=C1)(C1=CC=CC=C1)C1=CC=CC=C1)=O)=O ((2S,3S)—N-{(1S,2R)-1-benzyl-2-hydroxy-3-[({4-[(E)-(hydroxyimino)methyl]phenyl}sulfonyl)(isobutyl)amino]propyl}-3-methyl-2-[2-oxo-3-({6-[(trityloxy)methyl]pyridin-2-yl}methyl)imidazolidin-1-yl]pentanamide), ClCCl (dichloromethane), Cl (HCl). Solvent: CO (methanol). Run at temperature 25 celsius, time 30 minute. The product is C(C1=CC=CC=C1)[C@@H]([C@@H](CN(CC(C)C)S(=O)(=O)C1=CC=C(C=C1)/C=N/O)O)NC([C@H]([C@H](CC)C)N1C(N(CC1)CC1=NC(=CC=C1)CO)=O)=O ((2S,3S)—N-{(1S,2R)-1-benzyl-2-hydroxy-3-[({4-[(E)-(hydroxyimino)methyl]phenyl}sulfonyl)(isobutyl)amino]propyl}-2-(3-{[6-(hydroxymethyl)pyridin-2-yl]methyl}-2-oxoimidazolidin-1-yl)-3-methylpentanamide). Yield: 55.5%. As a reaction SMILES: [CH2:1]([C@H:8]([NH:29][C:30](=[O:70])[C@@H:31]([N:36]1[CH2:40][CH2:39][N:38]([CH2:41][C:42]2[CH:47]=[CH:46][CH:45]=[C:44]([CH2:48][O:49]C(C3C=CC=CC=3)(C3C=CC=CC=3)C3C=CC=CC=3)[N:43]=2)[C:37]1=[O:69])[C@@H:32]([CH3:35])[CH2:33][CH3:34])[C@H:9]([OH:28])[CH2:10][N:11]([S:16]([C:19]1[CH:24]=[CH:23][C:22](/[CH:25]=[N:26]/[OH:27])=[CH:21][CH:20]=1)(=[O:18])=[O:17])[CH2:12][CH:13]([CH3:15])[CH3:14])[C:2]1[CH:7]=[CH:6][CH:5]=[CH:4][CH:3]=1.ClCCl.Cl>CO>[CH2:1]([C@H:8]([NH:29][C:30](=[O:70])[C@@H:31]([N:36]1[CH2:40][CH2:39][N:38]([CH2:41][C:42]2[CH:47]=[CH:46][CH:45]=[C:44]([CH2:48][OH:49])[N:43]=2)[C:37]1=[O:69])[C@@H:32]([CH3:35])[CH2:33][CH3:34])[C@H:9]([OH:28])[CH2:10][N:11]([S:16]([C:19]1[CH:20]=[CH:21][C:22](/[CH:25]=[N:26]/[OH:27])=[CH:23][CH:24]=1)(=[O:18])=[O:17])[CH2:12][CH:13]([CH3:14])[CH3:15])[C:2]1[CH:3]=[CH:4][CH:5]=[CH:6][CH:7]=1. Reported procedure: A solution of the product of Example 286D (0.166 g) in methanol:dichloromethane (2 mL, 3:2) at 0° C. was treated with concentrated HCl (1 mL). The mixture was stirred at 25° C. for 30 min and partitioned into sat NaHCO3 and dichloromethane. The organic layer was separated and dried over NaSO4, filtered, and the solvents were evaporated. The residue was purified using 4% methanol/chloroform to give 69 mg (56%) of the title compound. The reactants are BrC=1C=C(NC1)C(C(Cl)(Cl)Cl)=O (1-(4-bromo-1H-pyrrol-2-yl)-2,2,2-trichloroethanone), N (ammonia). Solvent: CC#N (CH3CN). Reaction conditions: temperature 23 celsius, time 45 minute. The product is BrC=1C=C(NC1)C(=O)N (4-bromo-1H-pyrrole-2-carboxamide). Yield: 90.9%. Reaction SMILES: [Br:1][C:2]1[CH:3]=[C:4]([C:7](=[O:12])C(Cl)(Cl)Cl)[NH:5][CH:6]=1.[NH3:13]>CC#N>[Br:1][C:2]1[CH:3]=[C:4]([C:7]([NH2:13])=[O:12])[NH:5][CH:6]=1. Procedure: A mixture of 1-(4-bromo-1H-pyrrol-2-yl)-2,2,2-trichloroethanone (CombiBlocks, Inc., San Diego, Calif.; 1.50 g, 5.15 mmol) and ammonia (30 wt. % in water; 4.0 mL, 55.5 mmol) in CH3CN (62.5 mL) was stirred at 23° C. for 45 min. The reaction mixture was then concentrated in vacuo. Chromatographic purification of the residue (silica gel, 0-100% EtOAc/hexanes) furnished 4-bromo-1H-pyrrole-2-carboxamide (885 mg, 4.68 mmol, 91% yield) as a white solid. 1H NMR (400 MHz, DMSO-d6) δ ppm 11.75 (1H, br. s.)... Starting materials: C1(=CC(=CC=C1)N1N=C(N=C1)C(=O)O)C (1-m-tolyl-1H-[1,2,4]-triazole-3-carboxylic acid), C(C)(C)(C)OC(=O)N1CC(NCC1)(C)C (3,3-dimethyl-piperazine-1-carboxylic acid tert-butyl ester), FC(C(=O)O)(F)F.CC1(N(CCNC1)C(=O)C1=NN(C=N1)C1=CC=CC=C1)C ((2,2-dimethyl-piperazin-1-yl)-(1-phenyl-1-H-[1,2,4]-triazol-3-yl)-methanone trifluoroacetate). Product: FC(C(=O)O)(F)F.CC1(N(CCNC1)C(=O)C1=NN(C=N1)C=1C=C(C=CC1)C)C ((2,2-Dimethyl-piperazin-1-yl)-(1-m-tolyl-1H-[1,2,4]-triazol-3-yl)-methanone trifluoroacetate). Reaction SMILES: [C:1]1([CH3:15])[CH:6]=[CH:5][CH:4]=[C:3]([N:7]2[CH:11]=[N:10][C:9]([C:12]([OH:14])=O)=[N:8]2)[CH:2]=1.C(OC([N:23]1[CH2:28][CH2:27][NH:26][C:25]([CH3:30])([CH3:29])[CH2:24]1)=O)(C)(C)C.[F:31][C:32]([F:37])([F:36])[C:33]([OH:35])=[O:34].CC1(C)CNCCN1C(C1N=CN(C2C=CC=CC=2)N=1)=O>>[F:31][C:32]([F:37])([F:36])[C:33]([OH:35])=[O:34].[CH3:29][C:25]1([CH3:30])[CH2:24][NH:23][CH2:28][CH2:27][N:26]1[C:12]([C:9]1[N:10]=[CH:11][N:7]([C:3]2[CH:2]=[C:1]([CH3:15])[CH:6]=[CH:5][CH:4]=2)[N:8]=1)=[O:14] |f:2.3,4.5|. Procedure details: This intermediate was prepared from 1-m-tolyl-1H-[1,2,4]-triazole-3-carboxylic acid and 3,3-dimethyl-piperazine-1-carboxylic acid tert-butyl ester in two steps according to the preparation of (2,2-dimethyl-piperazin-1-yl)-(1-phenyl-1-H-[1,2,4]-triazol-3-yl)-methanone trifluoroacetate. Starting materials: BrC1=C(OC2=C(C1=O)C=CC=C2)C2=CC=CC=C2 (3-bromo-2-phenyl-1-benzopyran-4-one), NC1=CC2=C(C(C=C(O2)C2=CC=CC=C2)=O)C=C1 (7-amino-2-phenyl-1-benzopyran-4-one). Yields the product NC1=CC2=C(C(C(=C(O2)C2=CC=CC=C2)Br)=O)C=C1 (7-Amino-3-bromo-2-phenyl-1-benzopyran-4-one). Isolated yield 80.0%. Reaction SMILES: [Br:1][C:2]1[C:7](=[O:8])[C:6]2[CH:9]=[CH:10][CH:11]=[CH:12][C:5]=2[O:4][C:3]=1[C:13]1[CH:18]=[CH:17][CH:16]=[CH:15][CH:14]=1.[NH2:19]C1C=CC2C(=O)C=C(C3C=CC=CC=3)OC=2C=1>>[NH2:19][C:11]1[CH:10]=[CH:9][C:6]2[C:7](=[O:8])[C:2]([Br:1])=[C:3]([C:13]3[CH:14]=[CH:15][CH:16]=[CH:17][CH:18]=3)[O:4][C:5]=2[CH:12]=1. Procedure: Following the procedure for 3-bromo-2-phenyl-1-benzopyran-4-one, 7-amino-2-phenyl-1-benzopyran-4-one (1.08 g, 4.55 mmol) was reacted to give the title compound as a yellow solid (1.15 g, 80%). 1H-NMR (400 MHz, CDCl3) δ 7.97-8.02 (m, 3H), 7.53-7.56 (m, 3H), 6.79-6.82 (m, 2H), 4.77 (bs, 2H). Starting materials: CC1CN(c2ccc(F)cc2C(F)(F)F)CCN1S(=O)(=O)c1ccc(Br)cc1Cl, C1COCCN1, CC(C)(C)[O-], CCOC(C)=O, [Na+], O=C(C=Cc1ccccc1)C=Cc1ccccc1, O=C(C=Cc1ccccc1)C=Cc1ccccc1, O=C(C=Cc1ccccc1)C=Cc1ccccc1, [Pd], [Pd], c1ccc(P(c2ccccc2)c2ccc3ccccc3c2-c2c(P(c3ccccc3)c3ccccc3)ccc3ccccc23)cc1. The product is CC1CN(c2ccc(F)cc2C(F)(F)F)CCN1S(=O)(=O)c1ccc(N2CCOCC2)cc1Cl. As a reaction SMILES: [Br:1][c:2]1[cH:3][c:4]([Cl:29])[c:5]([S:8](=[O:9])(=[O:10])[N:11]2[CH:12]([CH3:28])[CH2:13][N:14]([c:17]3[c:18]([C:24]([F:25])([F:26])[F:27])[cH:19][c:20]([F:23])[cH:21][cH:22]3)[CH2:15][CH2:16]2)[cH:6][cH:7]1.[CH2:82]1[CH2:83][O:84][CH2:85][CH2:86][NH:87]1.[CH3:30][C:31]([CH3:32])([O-:33])[CH3:34].[CH3:88][CH2:89][O:90][C:91]([CH3:92])=[O:93].[Na+:35].[O:114]=[C:115]([CH:116]=[CH:117][c:118]1[cH:119][cH:120][cH:121][cH:122][cH:123]1)[CH:124]=[CH:125][c:126]1[cH:127][cH:128][cH:129][cH:130][cH:131]1.[O:132]=[C:133]([CH:134]=[CH:135][c:136]1[cH:137][cH:138][cH:139][cH:140][cH:141]1)[CH:142]=[CH:143][c:144]1[cH:145][cH:146][cH:147][cH:148][cH:149]1.[O:96]=[C:97]([CH:98]=[CH:99][c:100]1[cH:101][cH:102][cH:103][cH:104][cH:105]1)[CH:106]=[CH:107][c:108]1[cH:109][cH:110][cH:111][cH:112][cH:113]1.[Pd:94].[Pd:95].[cH:36]1[cH:37][cH:38][c:39]([P:40]([c:41]2[cH:42][cH:43][c:44]3[c:45]([cH:46][cH:47][cH:48][cH:49]3)[c:50]2-[c:51]2[c:52]3[c:53]([cH:54][cH:55][cH:56][cH:57]3)[cH:58][cH:59][c:60]2[P:61]([c:62]2[cH:63][cH:64][cH:65][cH:66][cH:67]2)[c:68]2[cH:69][cH:70][cH:71][cH:72][cH:73]2)[c:74]2[cH:75][cH:76][cH:77][cH:78][cH:79]2)[cH:80][cH:81]1>>[c:2]1([N:87]2[CH2:82][CH2:83][O:84][CH2:85][CH2:86]2)[cH:3][c:4]([Cl:29])[c:5]([S:8](=[O:9])(=[O:10])[N:11]2[CH:12]([CH3:28])[CH2:13][N:14]([c:17]3[c:18]([C:24]([F:25])([F:26])[F:27])[cH:19][c:20]([F:23])[cH:21][cH:22]3)[CH2:15][CH2:16]2)[cH:6][cH:7]1.